From a dataset of the Open Reaction Database (ORD), a public repository of structured organic reaction records. describe an organic reaction: reactants, conditions, products, and yield The reactants are C(CCC)N1C(C2=NC=CC=C2C1=O)=O (6-(n-Butyl)-pyrrolo[3,4-b]pyridine-5,7-dione), ClC=1C=C(C=CC1)[Mg]Br (3-chlorophenylmagnesium bromide). The solvent is C1(=CC=CC=C1)C (toluene). Run at temperature -65 celsius. Yields the product OC1(N(C(C=2C1=NC=CC2)=O)CCCC)C2=CC(=CC=C2)Cl (7-hydroxy-7-(3-chlorophenyl)-6-(n-butyl)-6,7-dihydropyrrolo[3,4-b]pyridin-5-one). Reaction SMILES: [CH2:1]([N:5]1[C:13](=[O:14])[C:12]2[C:7](=[N:8][CH:9]=[CH:10][CH:11]=2)[C:6]1=[O:15])[CH2:2][CH2:3][CH3:4].[Cl:16][C:17]1[CH:18]=[C:19]([Mg]Br)[CH:20]=[CH:21][CH:22]=1>C1(C)C=CC=CC=1>[OH:15][C:6]1([C:21]2[CH:20]=[CH:19][CH:18]=[C:17]([Cl:16])[CH:22]=2)[C:7]2=[N:8][CH:9]=[CH:10][CH:11]=[C:12]2[C:13](=[O:14])[N:5]1[CH2:1][CH2:2][CH2:3][CH3:4]. Procedure: 6-(n-Butyl)-pyrrolo[3,4-b]pyridine-5,7-dione (20 g, 98 mmole) was dissolved in toluene (500 mL) and cooled to -65° C. To this mixture was added 3-chlorophenylmagnesium bromide (prepared by heating under reflux 2.5 g magnesium metal, 20 g of 3-chlorobromobenzene and 100 mL of tetrahydrofuran for 1 hour) at such a rate that the temperature of the reaction remain below -40° C. After the addition was complete, the cooling bath was removed and the mixture was allowed to warm to 0° C. The reaction mix... Reactants: CC1=C(N=C(O1)C1=CC=CC=C1)CCOC1=CC=C(C=C1)CCCO (3-[4-[2-(5-methyl-2-phenyl-4-oxazolyl)ethoxy]phenyl]propan-1-ol), C1=CC=CC=C1 (benzene), P(Br)(Br)Br (phosphorus tribromide). The solvent is O (water). Conditions: temperature 70 celsius, time 2 hour. Product: CC1=C(N=C(O1)C1=CC=CC=C1)CCOC1=CC=C(C=C1)CCCBr (3-[4-[2-(5-methyl-2-phenyl-4-oxazolyl)ethoxy]phenyl]propyl bromide). The yield is 31.8%. Reaction SMILES: [CH3:1][C:2]1[O:6][C:5]([C:7]2[CH:12]=[CH:11][CH:10]=[CH:9][CH:8]=2)=[N:4][C:3]=1[CH2:13][CH2:14][O:15][C:16]1[CH:21]=[CH:20][C:19]([CH2:22][CH2:23][CH2:24]O)=[CH:18][CH:17]=1.C1C=CC=CC=1.P(Br)(Br)[Br:33]>O>[CH3:1][C:2]1[O:6][C:5]([C:7]2[CH:12]=[CH:11][CH:10]=[CH:9][CH:8]=2)=[N:4][C:3]=1[CH2:13][CH2:14][O:15][C:16]1[CH:21]=[CH:20][C:19]([CH2:22][CH2:23][CH2:24][Br:33])=[CH:18][CH:17]=1. Procedure: To a mixture of 3-[4-[2-(5-methyl-2-phenyl-4-oxazolyl)ethoxy]phenyl]propan-1-ol (2.6 g) and benzene (50 ml) was added phosphorus tribromide (PBr3) (2.1 g), which was stirred for 2 hours at 70° C. The reaction mixture was poured into water, which was subjected to extraction with ethyl acetate. The ethyl acetate layer was washed with water and dried (MgSO4), then the solvent was distilled off to leave 3-[4-[2-(5-methyl-2-phenyl-4-oxazolyl)ethoxy]phenyl]propyl bromide (0.98 g, 32%), which was recry... The reactants are CC(C)(C)C(=O)CBr, O=C1NC(=O)c2ccccc21, Cc1ccccc1, [K]. The product is CC(C)(C)C(=O)CN1C(=O)c2ccccc2C1=O. RXN SMILES: [Br:13][CH2:14][C:15]([C:16]([CH3:17])([CH3:18])[CH3:19])=[O:20].[C:1]1(=[O:11])[c:2]2[c:3]([cH:7][cH:8][cH:9][cH:10]2)[C:4](=[O:6])[NH:5]1.[CH3:21][c:22]1[cH:23][cH:24][cH:25][cH:26][cH:27]1.[K:12]>>[C:1]1(=[O:11])[c:2]2[c:3]([cH:7][cH:8][cH:9][cH:10]2)[C:4](=[O:6])[N:5]1[CH2:14][C:15]([C:16]([CH3:17])([CH3:18])[CH3:19])=[O:20]. Starting materials: FC=1C=C(C=C(C1)F)CC(=O)N[C@@H](C)C(=O)O (N-(3,5-Difluorophenylacetyl)-L-alanine), NC1C(NC(C2=CC=CC=C12)C=1C=NC=CC1)=O (4-Amino-1-(pyrid-3-yl)-1,2,3,4-tetrahydroisoquinolin-3-one). Yields the product FC=1C=C(C=C(C1)F)CC(=O)N[C@@H](C)C(=O)NC1C(NCC2=CC=C(C=C12)C1=CC=CC=C1)=O (4-(N′-(3,5-Difluorophenylacetyl)-L-alaninyl)amino-6-phenyl-1,2,3,4-tetrahydroisoquinolin-3-one). As a reaction SMILES: [F:1][C:2]1[CH:3]=[C:4]([CH2:9][C:10]([NH:12][C@H:13]([C:15]([OH:17])=O)[CH3:14])=[O:11])[CH:5]=[C:6]([F:8])[CH:7]=1.[NH2:18][CH:19]1[C:28]2[C:23](=[CH:24][CH:25]=[CH:26][CH:27]=2)[CH:22](C2C=NC=CC=2)[NH:21][C:20]1=[O:35]>>[F:8][C:6]1[CH:5]=[C:4]([CH2:9][C:10]([NH:12][C@H:13]([C:15]([NH:18][CH:19]2[C:28]3[C:23](=[CH:24][CH:25]=[C:26]([C:2]4[CH:3]=[CH:4][CH:5]=[CH:6][CH:7]=4)[CH:27]=3)[CH2:22][NH:21][C:20]2=[O:35])=[O:17])[CH3:14])=[O:11])[CH:3]=[C:2]([F:1])[CH:7]=1. Procedure: Following General Procedure D above using N-(3,5-difluorophenylacetyl)-L-alanine (Example B) and 4-amino-6-phenyl-1,2,3,4-tetrahydroisoquinoline-3-one (General Procedure 5-D), the title compound was prepared. The product was purified by LC 2000 chromatography, eluting with ethyl acetate.